From a dataset of the Open Reaction Database (ORD), a public repository of structured organic reaction records. describe an organic reaction: reactants, conditions, products, and yield The product is C(#N)CCC(C=O)(C=CCCCC)CCCC (2-(Beta-cyanoethyl)-2-butyl-3- octenal), product. Isolated yield 38.0%. Reaction SMILES: [CH2:1]([C:5](=[CH:8][CH2:9][CH2:10][CH2:11][CH2:12][CH3:13])[CH:6]=[O:7])[CH2:2][CH2:3][CH3:4].[C:14](#[N:17])[CH:15]=[CH2:16]>>[C:14]([CH2:15][CH2:16][C:5]([CH2:1][CH2:2][CH2:3][CH3:4])([CH:8]=[CH:9][CH2:10][CH2:11][CH2:12][CH3:13])[CH:6]=[O:7])#[N:17]. The reactants are C(CCC)C(C=O)=CCCCCC (2-butyl-2-octenal), C(C=C)#N (acrylonitrile). Procedure: 2-(Beta-cyanoethyl)-2-butyl-3- octenal was prepared from 2-butyl-2-octenal and acrylonitrile analogously to the preparation of 2-(beta-cyanoethyl)2-methylpentanal as described in Example 1. Yield 38% of the product boiling at 143°-148° C. at 0.6 mm.; nD20 1.4754. Saponification and reduction as described in Example 1 gave γ-butyl-γ-1-hexenyl-δ-valerolactone boiling at 125°-127° C. at 0.4 mm. Yield 54%; nD20 1.4754. Odor description: fatty, greenishlike butyl alcohol. Starting materials: CC#N, OCCCCCCCCCCCCCCCCO, CCO, OC1(Cl)OC(COCc2ccccc2)C(OCc2ccccc2)C(OCc2ccccc2)C1OCc1ccccc1, O=S(=O)(O)O, Cc1ccccc1. Product: OCCCCCCCCCCCCCCCCOC1OC(COCc2ccccc2)C(OCc2ccccc2)C(OCc2ccccc2)C1OCc1ccccc1. Reaction SMILES: [C:72](#[N:73])[CH3:74].[CH2:42]([CH2:43][CH2:44][CH2:45][CH2:46][CH2:47][CH2:48][CH2:49][CH2:50][CH2:51][CH2:52][CH2:53][CH2:54][CH2:55][CH2:56][CH2:57][OH:58])[OH:59].[CH3:75][CH2:76][OH:77].[Cl:1][C:2]1([OH:3])[CH:4]([O:5][CH2:6][c:7]2[cH:8][cH:9][cH:10][cH:11][cH:12]2)[CH:13]([O:14][CH2:15][c:16]2[cH:17][cH:18][cH:19][cH:20][cH:21]2)[CH:22]([O:23][CH2:24][c:25]2[cH:26][cH:27][cH:28][cH:29][cH:30]2)[CH:31]([CH2:33][O:34][CH2:35][c:36]2[cH:37][cH:38][cH:39][cH:40][cH:41]2)[O:32]1.[S:60](=[O:61])(=[O:62])([OH:63])[OH:64].[c:65]1([CH3:66])[cH:67][cH:68][cH:69][cH:70][cH:71]1>>[CH:2]1([O:59][CH2:42][CH2:43][CH2:44][CH2:45][CH2:46][CH2:47][CH2:48][CH2:49][CH2:50][CH2:51][CH2:52][CH2:53][CH2:54][CH2:55][CH2:56][CH2:57][OH:58])[CH:4]([O:5][CH2:6][c:7]2[cH:8][cH:9][cH:10][cH:11][cH:12]2)[CH:13]([O:14][CH2:15][c:16]2[cH:17][cH:18][cH:19][cH:20][cH:21]2)[CH:22]([O:23][CH2:24][c:25]2[cH:26][cH:27][cH:28][cH:29][cH:30]2)[CH:31]([CH2:33][O:34][CH2:35][c:36]2[cH:37][cH:38][cH:39][cH:40][cH:41]2)[O:32]1. The reactants are [N+](=O)([O-])C=1C=CC(=NC1)CC(=S)OC (methyl 5-nitro-(pyrid-2-yl)-thioacetate), [Cl-].[NH4+] (ammonium chloride), C(C)O (ethanol). Reagents/catalysts: [Fe] (iron). Solvent: O (water). Product: NC=1C=CC(=NC1)CC(=S)OC (Methyl 5-amino-(pyrid-2-yl)-thioacetate). Yield: 55.5%. RXN SMILES: [N+:1]([C:4]1[CH:5]=[CH:6][C:7]([CH2:10][C:11]([O:13][CH3:14])=[S:12])=[N:8][CH:9]=1)([O-])=O.[Cl-].[NH4+].C(O)C>[Fe].O>[NH2:1][C:4]1[CH:5]=[CH:6][C:7]([CH2:10][C:11]([O:13][CH3:14])=[S:12])=[N:8][CH:9]=1 |f:1.2|. Reported procedure: A mixture of methyl 5-nitro-(pyrid-2-yl)-thioacetate (6.3 g, Reference Example 2) iron powder (12 g), ammonium chloride (1 g), ethanol (150 ml) and water (150 ml) was heated at reflux for 2 hours. The reaction mixture was cooled and then filtered through a pad of diatomaceous earth. The filtrate was evaporated and the residue was subjected to flash chromatography on silica gel eluting with a mixture of ethyl acetate and pentane (1:1, v/v) to give the title compound as a yellow oil (3.0 g). The reactants are [BH4-], Cc1cccc(C)c1-c1cccc(C=O)c1, COCCOC, Cl, [Na+], C1CCOC1. Product: Cc1cccc(C)c1-c1cccc(CO)c1. Reaction SMILES: [BH4-:17].[CH3:1][c:2]1[c:3](-[c:9]2[cH:10][c:11]([CH:15]=[O:16])[cH:12][cH:13][cH:14]2)[c:4]([CH3:8])[cH:5][cH:6][cH:7]1.[CH3:20][O:21][CH2:22][CH2:23][O:24][CH3:25].[ClH:19].[Na+:18].[O:26]1[CH2:27][CH2:28][CH2:29][CH2:30]1>>[CH3:1][c:2]1[c:3](-[c:9]2[cH:10][c:11]([CH2:15][OH:16])[cH:12][cH:13][cH:14]2)[c:4]([CH3:8])[cH:5][cH:6][cH:7]1. The reactants are BrCC([C@H]1CC[C@H]2[C@@H]3CC[C@H]4C[C@@H](CC[C@]4(C)[C@H]3C(C[C@]12C)=O)O)=O (21-bromo-3α-hydroxy-5α-pregnane-11,20-dione), CC(=O)C (acetone), C(=S)=S (carbon disulphide), O1CCN(CC1)C(C)O (morpholinoethanol), [Na] (sodium). The solvent is C1(=CC=CC=C1)C (toluene). Run at time 2 day. Product: EtOAc petrol, O[C@H]1C[C@@H]2CC[C@H]3[C@@H]4CC[C@H](C(CSC(=S)OCCN5CCOCC5)=O)[C@]4(CC([C@@H]3[C@]2(CC1)C)=O)C (3α-Hydroxy-21-morpholinoethoxythiocarbonylthio-5α-pregnane-11,20 -dione). Reaction SMILES: [O:1]1[CH2:6][CH2:5][N:4]([CH:7](O)[CH3:8])[CH2:3][CH2:2]1.[Na].[C:11](=[S:13])=[S:12].Br[CH2:15][C:16](=[O:38])[C@@H:17]1[C@:34]2([CH3:35])[C@H:20]([C@H:21]3[C@H:31]([C:32](=[O:36])[CH2:33]2)[C@:29]2([CH3:30])[C@H:24]([CH2:25][C@H:26]([OH:37])[CH2:27][CH2:28]2)[CH2:23][CH2:22]3)[CH2:19][CH2:18]1.CC(C)=[O:41]>C1(C)C=CC=CC=1>[OH:37][C@@H:26]1[CH2:27][CH2:28][C@@:29]2([CH3:30])[C@@H:24]([CH2:23][CH2:22][C@@H:21]3[C@@H:31]2[C:32](=[O:36])[CH2:33][C@@:34]2([CH3:35])[C@H:20]3[CH2:19][CH2:18][C@@H:17]2[C:16](=[O:38])[CH2:15][S:12][C:11]([O:41][CH2:8][CH2:7][N:4]2[CH2:5][CH2:6][O:1][CH2:2][CH2:3]2)=[S:13])[CH2:25]1 |^1:9|. Procedure: A mixture of morpholinoethanol (3.3 g., 2.5 mmole), dry toluene (50 ml.) and sodium (0.6 g.) was refluxed under nitrogen for 6 hr. and then left at room temperature for two days. The unreacted sodium was then removed and carbon disulphide (4 ml., 5.3 mmole) was added cautiously and the resulting mixture was allowed to stand at room temperature for 2 hr. The precipitated solid was collected rapidly by filtration and added immediately to a solution of 21-bromo-3α-hydroxy-5α-pregnane-11,20-dione (1... Reactants: CCN(C(C)C)C(C)C, CCN=C=NCCCN(C)C, CN(C)C=O, Cl, O=C(O)C(F)(F)F, O=C(O)C(F)(F)F, COC(=O)c1cccc(CN2CCNCC2)c1, CCOC(=O)c1ccc(NC(=O)Nc2ccccc2)cc1, On1nnc2ccccc21. Yields the product COC(=O)c1cccc(CN2CCN(C(=O)c3ccc(NC(=O)Nc4ccccc4)cc3)CC2)c1. RXN SMILES: [CH2:53]([N:54]([CH:55]([CH3:56])[CH3:57])[CH:58]([CH3:59])[CH3:60])[CH3:61].[CH2:73]([N:74]=[C:75]=[N:76][CH2:77][CH2:78][CH2:79][N:80]([CH3:81])[CH3:82])[CH3:83].[CH3:84][N:85]([CH3:86])[CH:87]=[O:88].[ClH:72].[F:22][C:23]([F:24])([F:25])[C:26]([OH:27])=[O:28].[F:29][C:30]([F:31])([F:32])[C:33]([OH:34])=[O:35].[N:36]1([CH2:42][c:43]2[cH:44][c:45]([C:46](=[O:47])[O:48][CH3:49])[cH:50][cH:51][cH:52]2)[CH2:37][CH2:38][NH:39][CH2:40][CH2:41]1.[c:1]1([NH:7][C:8]([NH:9][c:10]2[cH:11][cH:12][c:13]([C:14]([O:16][CH2:15][CH3:17])=[O:18])[cH:19][cH:20]2)=[O:21])[cH:2][cH:3][cH:4][cH:5][cH:6]1.[n:62]1([OH:63])[c:64]2[cH:65][cH:66][cH:67][cH:68][c:69]2[n:70][n:71]1>>[c:1]1([NH:7][C:8]([NH:9][c:10]2[cH:11][cH:12][c:13]([C:14](=[O:16])[N:39]3[CH2:38][CH2:37][N:36]([CH2:42][c:43]4[cH:44][c:45]([C:46](=[O:47])[O:48][CH3:49])[cH:50][cH:51][cH:52]4)[CH2:41][CH2:40]3)[cH:19][cH:20]2)=[O:21])[cH:2][cH:3][cH:4][cH:5][cH:6]1. Starting materials: ClC1=CC=C(C=2SC3=CC=C(C=C3C(C12)=O)Cl)C (1,7-dichloro-4-methyl-9-thioxanthenone), C(C)N(CCNN)CC (2-(diethylamino)ethyl hydrazine). Product: ClC=1C=CC2=C(C1)C1=NN(C=3C=CC(=C(C13)S2)C)CCN(CC)CC (9-chloro-2-(2-(diethylamino)ethyl)-5-methyl-2H-(1)benzothiopyrano[4,3,2-cd]indazole). RXN SMILES: Cl[C:2]1[C:15]2[C:14](=O)[C:13]3[C:8](=[CH:9][CH:10]=[C:11]([Cl:17])[CH:12]=3)[S:7][C:6]=2[C:5]([CH3:18])=[CH:4][CH:3]=1.[CH2:19]([N:21]([CH2:26][CH3:27])[CH2:22][CH2:23][NH:24][NH2:25])[CH3:20]>>[Cl:17][C:11]1[CH:10]=[CH:9][C:8]2[S:7][C:6]3[C:15]4[C:14](=[N:25][N:24]([CH2:23][CH2:22][N:21]([CH2:26][CH3:27])[CH2:19][CH3:20])[C:2]=4[CH:3]=[CH:4][C:5]=3[CH3:18])[C:13]=2[CH:12]=1. Reported procedure: By condensation of 1,7-dichloro-4-methyl-9-thioxanthenone with 2-(diethylamino)ethyl hydrazine was obtained 9-chloro-2-(2-(diethylamino)ethyl)-5-methyl-2H-(1)benzothiopyrano[4,3,2-cd]indazole. To 0.13 g. of this base in acetone (3 ml.) was added 30% aqueous hydrogen peroxide (0.2 ml.). After 18 hours at room temperature the solution was evaporated to dryness under reduced pressure and the residue crystallized from acetone to give 9-chloro-2-(2-diethylamino)ethyl)-5-methyl-2H(1)-benzothiopyrano[4...